From a dataset of the Open Reaction Database (ORD), a public repository of structured organic reaction records. describe an organic reaction: reactants, conditions, products, and yield The reactants are O=C(O)c1cn(C2CC2)c2c(C(F)(F)F)c(F)c(F)cc2c1=O, c1ccncc1, c1cnc(N2CCNCC2)nc1. Yields the product O=C(O)c1cn(C2CC2)c2c(C(F)(F)F)c(N3CCN(c4ncccn4)CC3)c(F)cc2c1=O. RXN SMILES: [CH:1]1([n:4]2[cH:5][c:6]([C:21](=[O:22])[OH:23])[c:7](=[O:20])[c:8]3[cH:9][c:10]([F:19])[c:11]([F:18])[c:12]([C:14]([F:15])([F:16])[F:17])[c:13]23)[CH2:2][CH2:3]1.[cH:36]1[cH:37][cH:38][n:39][cH:40][cH:41]1.[n:24]1[c:25]([N:30]2[CH2:31][CH2:32][NH:33][CH2:34][CH2:35]2)[n:26][cH:27][cH:28][cH:29]1>>[CH:1]1([n:4]2[cH:5][c:6]([C:21](=[O:22])[OH:23])[c:7](=[O:20])[c:8]3[cH:9][c:10]([F:19])[c:11]([N:33]4[CH2:32][CH2:31][N:30]([c:25]5[n:24][cH:29][cH:28][cH:27][n:26]5)[CH2:35][CH2:34]4)[c:12]([C:14]([F:15])([F:16])[F:17])[c:13]23)[CH2:2][CH2:3]1. Starting materials: O=C1CCC(=O)N1Br, ClCCl, Cc1ccc(CCCO)cc1Cl, O, c1ccc(P(c2ccccc2)c2ccccc2)cc1. Product: Cc1ccc(CCCBr)cc1Cl. Reaction SMILES: [Br:32][N:33]1[C:34](=[O:35])[CH2:36][CH2:37][C:38]1=[O:39].[CH2:41]([Cl:42])[Cl:43].[Cl:1][c:2]1[cH:3][c:4]([CH2:9][CH2:10][CH2:11][OH:12])[cH:5][cH:6][c:7]1[CH3:8].[OH2:40].[c:13]1([P:14]([c:15]2[cH:16][cH:17][cH:18][cH:19][cH:20]2)[c:21]2[cH:22][cH:23][cH:24][cH:25][cH:26]2)[cH:27][cH:28][cH:29][cH:30][cH:31]1>>[Cl:1][c:2]1[cH:3][c:4]([CH2:9][CH2:10][CH2:11][Br:32])[cH:5][cH:6][c:7]1[CH3:8]. Reactants: Cl.COC=1C=C(C=CC1OC)C=1C(C(N(N1)C1CCNCC1)=O)(C)C (5-(3,4-dimethoxyphenyl)-4,4-dimethyl-2-(piperidin-4-yl)-2,4-dihydro-3H-pyrazol-3-one hydrochloride), Cl.COC=1C=C(C=CC1OC)C=1C(C(N(N1)C1CCNCC1)=O)(C)C (5-(3,4-dimethoxyphenyl)-4,4-dimethyl-2-(piperidin-4-yl)-2,4-dihydro-3H-pyrazol-3-one hydrochloride), N1=CC=CC=2C(=NC=CC12)C(=O)O (1,6-naphthyridine-5-carboxylic acid). Yields the product COC=1C=C(C=CC1OC)C=1C(C(N(N1)C1CCN(CC1)C(=O)C1=C2C=CC=NC2=CC=N1)=O)(C)C (5-(3,4-Dimethoxyphenyl)-4,4-dimethyl-2-[1-(1,6-naphthyridin-5-ylcarbonyl)piperidin-4-yl]-2,4-dihydro-3H-pyrazol-3-one). As a reaction SMILES: Cl.[CH3:2][O:3][C:4]1[CH:5]=[C:6]([C:12]2[C:13]([CH3:25])([CH3:24])[C:14](=[O:23])[N:15]([CH:17]3[CH2:22][CH2:21][NH:20][CH2:19][CH2:18]3)[N:16]=2)[CH:7]=[CH:8][C:9]=1[O:10][CH3:11].[N:26]1[C:35]2[CH:34]=[CH:33][N:32]=[C:31]([C:36](O)=[O:37])[C:30]=2[CH:29]=[CH:28][CH:27]=1>>[CH3:2][O:3][C:4]1[CH:5]=[C:6]([C:12]2[C:13]([CH3:25])([CH3:24])[C:14](=[O:23])[N:15]([CH:17]3[CH2:22][CH2:21][N:20]([C:36]([C:31]4[N:32]=[CH:33][CH:34]=[C:35]5[C:30]=4[CH:29]=[CH:28][CH:27]=[N:26]5)=[O:37])[CH2:19][CH2:18]3)[N:16]=2)[CH:7]=[CH:8][C:9]=1[O:10][CH3:11] |f:0.1|. Procedure: The title compound is prepared analogously as described for GP2-WU2 using 5-(3,4-dimethoxyphenyl)-4,4-dimethyl-2-(piperidin-4-yl)-2,4-dihydro-3H-pyrazol-3-one (compound B1) and 1,6-naphthyridine-5-carboxylic acid as starting compounds. The crude product is purified by chromatography (silica gel and DCM/methanol=95:5) to yield the title compound. Reactants: [Li]CCCC, COc1cccc(OC)c1, COCCOC, O=C1CCC(=O)N1Cl, O. The product is COc1cccc(OC)c1Cl. As a reaction SMILES: [CH2:11]([Li:12])[CH2:13][CH2:14][CH3:15].[CH3:1][O:2][c:3]1[cH:4][c:5]([O:9][CH3:10])[cH:6][cH:7][cH:8]1.[CH3:25][O:26][CH2:27][CH2:28][O:29][CH3:30].[Cl:16][N:17]1[C:18](=[O:19])[CH2:20][CH2:21][C:22]1=[O:23].[OH2:24]>>[CH3:1][O:2][c:3]1[c:4]([Cl:16])[c:5]([O:9][CH3:10])[cH:6][cH:7][cH:8]1. Starting materials: CC(C)(C)OC(=O)N1CC(c2ccc(C=O)cc2)C1, CCO, CC(=O)[O-], CCOC(C)=O, CCCCCC, Cl, NO, [Na+], O. Yields the product CC(C)(C)OC(=O)N1CC(c2ccc(C=NO)cc2)C1. Reaction SMILES: [C:1]([CH3:2])([CH3:3])([CH3:4])[O:5][C:6](=[O:7])[N:8]1[CH2:9][CH:10]([c:12]2[cH:13][cH:14][c:15]([CH:18]=[O:19])[cH:16][cH:17]2)[CH2:11]1.[CH2:35]([OH:36])[CH3:37].[CH3:24][C:25](=[O:26])[O-:27].[CH3:28][CH2:29][O:30][C:31](=[O:32])[CH3:33].[CH3:38][CH2:39][CH2:40][CH2:41][CH2:42][CH3:43].[ClH:20].[NH2:21][OH:22].[Na+:23].[OH2:34]>>[C:1]([CH3:2])([CH3:3])([CH3:4])[O:5][C:6](=[O:7])[N:8]1[CH2:9][CH:10]([c:12]2[cH:13][cH:14][c:15]([CH:18]=[N:21][OH:22])[cH:16][cH:17]2)[CH2:11]1. Starting materials: O=[N+]([O-])c1c(Br)c[n+]([O-])c2ccccc12, CCN, C1CCOC1. The product is CCNc1c[n+]([O-])c2ccccc2c1[N+](=O)[O-]. RXN SMILES: [Br:1][c:2]1[cH:3][n+:4]([O-:15])[c:5]2[cH:6][cH:7][cH:8][cH:9][c:10]2[c:11]1[N+:12](=[O:13])[O-:14].[CH3:16][CH2:17][NH2:18].[O:19]1[CH2:20][CH2:21][CH2:22][CH2:23]1>>[c:2]1([NH:18][CH2:17][CH3:16])[cH:3][n+:4]([O-:15])[c:5]2[cH:6][cH:7][cH:8][cH:9][c:10]2[c:11]1[N+:12](=[O:13])[O-:14]. RXN SMILES: [C:20]([BH3-:21])#[N:22].[CH3:26][OH:27].[CH:17]([CH3:18])=[O:19].[Cl-:28].[Cl-:30].[N+:1](=[O:2])([O-:3])[c:4]1[cH:5][cH:6][c:7]([C:10]2=[N:15][CH2:14][CH2:13][NH:12][C:11]2=[O:16])[cH:8][cH:9]1.[Na+:23].[Na+:25].[OH-:24].[Zn+2:29]>>[N+:1](=[O:2])([O-:3])[c:4]1[cH:5][cH:6][c:7]([CH:10]2[C:11](=[O:16])[NH:12][CH2:13][CH2:14][N:15]2[CH2:17][CH3:18])[cH:8][cH:9]1. The product is CCN1CCNC(=O)C1c1ccc([N+](=O)[O-])cc1. Reactants: [BH3-]C#N, CO, CC=O, [Cl-], [Cl-], O=C1NCCN=C1c1ccc([N+](=O)[O-])cc1, [Na+], [Na+], [OH-], [Zn+2].